From a dataset of the Open Reaction Database (ORD), a public repository of structured organic reaction records. describe an organic reaction: reactants, conditions, products, and yield Starting materials: C(C1=CC=CC=C1)N1C[C@]2(CCC3=C([C@@H]2C1)C=CC(=C3Cl)CC)C (trans-2-benzyl-6-chloro-7-ethyl-3a-methyl-2,3,3a,4,5,9b-hexahydro-1H-benzo[e]isoindole), C(=C/C)/B(O)O ((Z)-prop-1-enylboronic acid). The product is Cl.ClC1=C(C=CC=2[C@@H]3CNC[C@]3(CCC21)C)CC (trans-6-chloro-7-ethyl-3a-methyl-2,3,3a,4,5,9b-hexahydro-1H-benzo[e]isoindole hydrochloride). Reaction SMILES: C([N:8]1[CH2:16][C@@H:15]2[C@:10]([CH3:24])([CH2:11][CH2:12][C:13]3[C:20]([Cl:21])=[C:19]([CH2:22][CH3:23])[CH:18]=[CH:17][C:14]=32)[CH2:9]1)C1C=CC=CC=1.C(/B(O)O)=C/C>>[ClH:21].[Cl:21][C:20]1[C:13]2[CH2:12][CH2:11][C@@:10]3([CH3:24])[C@@H:15]([CH2:16][NH:8][CH2:9]3)[C:14]=2[CH:17]=[CH:18][C:19]=1[CH2:22][CH3:23] |f:2.3|. Procedure details: Similar protocols to procedures in example 5-7 (using trans-2-benzyl-6-chloro-7-ethyl-3a-methyl-2,3,3a,4,5,9b-hexahydro-1H-benzo[e]isoindole and (Z)-prop-1-enylboronic acid) were employed to afford trans-6-chloro-7-ethyl-3a-methyl-2,3,3a,4,5,9b-hexahydro-1H-benzo[e]isoindole hydrochloride, m/z=264.2 [M+H]+.